This data is from the Open Reaction Database (ORD), a public repository of structured organic reaction records. The task is: describe an organic reaction: reactants, conditions, products, and yield Reactants: CC(C(C1OC(C(C(C1O)O)O)SC)NC(=O)C1NCC1CCCC)C (3-Butyl-azetidine-2-carboxylic acid [2-methyl-1-(3,4,5-trihydroxy-6-methylsulfanyl-tetrahydro-pyran-2-yl)-propyl]-amide), C1CO1 (ethyleneoxide). The product is CC(C(C1OC(C(C(C1O)O)O)SC)NC(=O)C1N(CC1CCCC)CCO)C (3-Butyl-1-(2-hydroxy-ethyl)-azetidine-2-carboxylic acid [2-methyl-1-(3,4,5-trihydroxy-6-methylsulfanyl-tetrahydro-pyran-2-yl)-propyl]-amide). Reaction SMILES: [CH3:1][CH:2]([CH3:26])[CH:3]([NH:15][C:16]([CH:18]1[CH:21]([CH2:22][CH2:23][CH2:24][CH3:25])[CH2:20][NH:19]1)=[O:17])[CH:4]1[CH:9]([OH:10])[CH:8]([OH:11])[CH:7]([OH:12])[CH:6]([S:13][CH3:14])[O:5]1.[CH2:27]1[O:29][CH2:28]1>>[CH3:1][CH:2]([CH3:26])[CH:3]([NH:15][C:16]([CH:18]1[CH:21]([CH2:22][CH2:23][CH2:24][CH3:25])[CH2:20][N:19]1[CH2:27][CH2:28][OH:29])=[O:17])[CH:4]1[CH:9]([OH:10])[CH:8]([OH:11])[CH:7]([OH:12])[CH:6]([S:13][CH3:14])[O:5]1. Procedure: A sample of 3-Butyl-azetidine-2-carboxylic acid [2-methyl-1-(3,4,5-trihydroxy-6-methylsulfanyl-tetrahydro-pyran-2-yl)-propyl]-amide prepared in example 70 was alkylated with ethyleneoxide as depicted in scheme 12 (R6=2-hydroxyethyl) to provide the title compound. The reactants are CCO, N#CBr, CCCNCc1cc(Oc2cccc(C#N)c2)ccc1N. Product: CCCN1Cc2cc(Oc3cccc(C#N)c3)ccc2N=C1N. Reaction SMILES: [CH3:25][CH2:26][OH:27].[N:22]#[C:23][Br:24].[NH2:1][c:2]1[c:3]([CH2:17][NH:18][CH2:19][CH2:20][CH3:21])[cH:4][c:5]([O:6][c:7]2[cH:8][c:9]([C:10]#[N:11])[cH:12][cH:13][cH:14]2)[cH:15][cH:16]1>>[N:1]1=[C:23]([NH2:22])[N:18]([CH2:19][CH2:20][CH3:21])[CH2:17][c:3]2[c:2]1[cH:16][cH:15][c:5]([O:6][c:7]1[cH:8][c:9]([C:10]#[N:11])[cH:12][cH:13][cH:14]1)[cH:4]2.